This data is from the Open Reaction Database (ORD), a public repository of structured organic reaction records. The task is: describe an organic reaction: reactants, conditions, products, and yield Product: CC(=O)OCCOc1ccc2oc3cc(C(=O)O)ccc3c(=O)c2c1. Reactants: CC(=O)OC(C)=O, O=C(O)c1ccc2c(=O)c3cc(OCCO)ccc3oc2c1. As a reaction SMILES: [CH3:23][C:24](=[O:25])[O:26][C:27](=[O:28])[CH3:29].[OH:1][CH2:2][CH2:3][O:4][c:5]1[cH:6][cH:7][c:8]2[o:9][c:10]3[cH:11][c:12]([C:20](=[O:21])[OH:22])[cH:13][cH:14][c:15]3[c:16](=[O:19])[c:17]2[cH:18]1>>[O:1]([CH2:2][CH2:3][O:4][c:5]1[cH:6][cH:7][c:8]2[o:9][c:10]3[cH:11][c:12]([C:20](=[O:21])[OH:22])[cH:13][cH:14][c:15]3[c:16](=[O:19])[c:17]2[cH:18]1)[C:24]([CH3:23])=[O:25]. The reactants are C1CCOC1, Cc1ccccc1, CC(=O)CCCCn1cc([N+](=O)[O-])cn1, N#N. Yields the product CC(O)CCCCn1cc([N+](=O)[O-])cn1. RXN SMILES: [CH2:18]1[O:19][CH2:20][CH2:21][CH2:22]1.[CH3:23][c:24]1[cH:25][cH:26][cH:27][cH:28][cH:29]1.[N+:3](=[O:4])([O-:5])[c:6]1[cH:7][n:8][n:9]([CH2:11][CH2:12][CH2:13][CH2:14][C:15]([CH3:16])=[O:17])[cH:10]1.[N:1]#[N:2]>>[N+:3](=[O:4])([O-:5])[c:6]1[cH:7][n:8][n:9]([CH2:11][CH2:12][CH2:13][CH2:14][CH:15]([CH3:16])[OH:17])[cH:10]1. Yields the product N#Cc1ccc(C(=C2C3CC4CC(C3)CC2C4)c2nc[nH]n2)cc1. Reaction SMILES: [Cl:30][CH2:31][Cl:32].[OH:1][C:2]1([CH:12]([c:13]2[n:14][nH:15][cH:16][n:17]2)[c:18]2[cH:19][cH:20][c:21]([C:22]#[N:23])[cH:24][cH:25]2)[CH:3]2[CH2:4][CH:5]3[CH2:6][CH:7]([CH2:8][CH:9]1[CH2:10]3)[CH2:11]2.[S:26]([Cl:27])([Cl:28])=[O:29]>>[C:2]1(=[C:12]([c:13]2[n:14][nH:15][cH:16][n:17]2)[c:18]2[cH:19][cH:20][c:21]([C:22]#[N:23])[cH:24][cH:25]2)[CH:3]2[CH2:4][CH:5]3[CH2:6][CH:7]([CH2:8][CH:9]1[CH2:10]3)[CH2:11]2. The reactants are ClCCl, N#Cc1ccc(C(c2nc[nH]n2)C2(O)C3CC4CC(C3)CC2C4)cc1, O=S(Cl)Cl. The reactants are NC=1SC(=NN1)C1=CC=CC=C1 (2-amino-5-phenyl-1,3,4-thiadiazole), ClCC(CC(=O)OCC)=O (ethyl 4-chloro-acetoacetate). Run in polyphosphoric acid. Run at temperature 100 celsius, time 1 hour. Yields the product ClCC=1N=C2N(C(C1)=O)N=C(S2)C2=CC=CC=C2 (7-chloromethyl-2-phenyl-5H-1,3,4-thiadiazolo[3,2-a]pyrimidine-5-one). As a reaction SMILES: [NH2:1][C:2]1[S:3][C:4]([C:7]2[CH:12]=[CH:11][CH:10]=[CH:9][CH:8]=2)=[N:5][N:6]=1.[Cl:13][CH2:14][C:15](=O)[CH2:16][C:17](OCC)=[O:18]>>[Cl:13][CH2:14][C:15]1[N:1]=[C:2]2[S:3][C:4]([C:7]3[CH:12]=[CH:11][CH:10]=[CH:9][CH:8]=3)=[N:5][N:6]2[C:17](=[O:18])[CH:16]=1. Reported procedure: 2-amino-5-phenyl-1,3,4-thiadiazole (10 g) was reacted with ethyl 4-chloro-acetoacetate (18.6 g) in polyphosphoric acid (100 g) under stirring at 100° C. for 1 hour. After cooling, dilution with ice water and neutralization with 35% NaOH, the precipitate was filtered and washed with water until neutral: crystallization from methanol gave 7-chloromethyl-2-phenyl-5H-1,3,4-thiadiazolo[3,2-a]pyrimidine-5-one, m.p. 201°-202° C. (11.6 g), which was reacted with triphenylphosphine (12.4 g) in acetonitri...